Task: describe an organic reaction: reactants, conditions, products, and yield. Dataset: the Open Reaction Database (ORD), a public repository of structured organic reaction records Starting materials: C(C)(C)[Mg]Cl.[Li+].[Cl-] (isopropylmagnesium chloride LiCl), BrC=1C=C(C(=C(C1)F)Cl)F (5-bromo-2-chloro-1,3-difluorobenzene), FC(C(=O)OC)(F)F (methyl trifluoroacetate). The solvent is C1CCOC1 (THF). Conditions: time 30 minute. Product: ClC1=C(C=C(C=C1F)C(C(F)(F)F)=O)F (1-(4-chloro-3,5-difluorophenyl)-2,2,2-trifluoroethanone). Reaction SMILES: Br[C:2]1[CH:3]=[C:4]([F:10])[C:5]([Cl:9])=[C:6]([F:8])[CH:7]=1.C([Mg]Cl)(C)C.[Li+].[Cl-].[F:18][C:19]([F:25])([F:24])[C:20](OC)=[O:21]>C1COCC1>[Cl:9][C:5]1[C:4]([F:10])=[CH:3][C:2]([C:20](=[O:21])[C:19]([F:25])([F:24])[F:18])=[CH:7][C:6]=1[F:8] |f:1.2.3|. Procedure: 5-bromo-2-chloro-1,3-difluorobenzene (2000 mg, 8.2 mmol) was stirred at room temperature in THF under N2 and the isopropylmagnesium chloride/LiCl reagent (1310 mg, 9.02 mmol, 6.94 mL) was added over about 1 minute—very slight exotherm noticed to ˜30° C. Reaction was stirred at room temperature for 30 minutes followed by the addition of methyl trifluoroacetate (1580 mg, 12.3 mmol, 1.24 mL) over about 1 minute—slight exotherm to ˜40° C. Solvents were evaporated under reduced pressure to provide th...